Dataset: the Open Reaction Database (ORD), a public repository of structured organic reaction records. Task: describe an organic reaction: reactants, conditions, products, and yield Reactants: C1(=C(C=CC=C1)N)N (1,2-phenylenediamine), OC=1C=C(CCC(=O)O)C=CC1 (3-hydroxyhydrocinnamic acid). Run in Cl (HCl). Reaction conditions: temperature 135 celsius, time 8 hour. Product: N1=C(NC2=C1C=CC=C2)CCC=2C=C(C=CC2)O (3-(2-Benzimidazol-2-ylethyl)phenol). The yield is 803.5%. Reaction SMILES: [C:1]1([NH2:8])[CH:6]=[CH:5][CH:4]=[CH:3][C:2]=1[NH2:7].[OH:9][C:10]1[CH:11]=[C:12]([CH:18]=[CH:19][CH:20]=1)[CH2:13][CH2:14][C:15](O)=O>Cl>[N:7]1[C:2]2[CH:3]=[CH:4][CH:5]=[CH:6][C:1]=2[NH:8][C:15]=1[CH2:14][CH2:13][C:12]1[CH:11]=[C:10]([OH:9])[CH:20]=[CH:19][CH:18]=1. Procedure: A 100 mL flask fitted with a stir-bar and a condenser was charged with 1,2-phenylenediamine (3.42 g, 31.6 mmol), 3-hydroxyhydrocinnamic acid (5.25 g, 3.16 mmol), and 4M HCl (50 mL). The mixture was heated in a 135° C. bath overnight. The mixture was cooled in an ice bath, and the precipitate was filtered and rinsed with H2O (5 mL). The solid was suspended in saturated NaHCO3 (75 mL). 50% aq NaOH was added until pH 11 was attained, and then another portion of saturated NaHCO3 (75 mL) was added. T... Reactants: O (Water), [H-].[Na+] (Sodium hydride), FC(C=1C=C(C=CC1)N1C(NC(C2=C1CCC2=O)C2=CC=C(C#N)C=C2)=O)F (4-(1-(3-(difluoromethyl)phenyl)-2,5-dioxo-2,3,4,5,6,7-hexahydro-1H-cyclopenta[d]-pyrimidin-4-yl)benzonitrile), CI (methyl iodide). Solvent: O1CCCC1 (tetrahydrofuran). The product is FC(C=1C=C(C=CC1)N1C(N(C(C2=C1CCC2=O)C2=CC=C(C#N)C=C2)C)=O)F (4-(1-(3-(Difluoromethyl)phenyl)-3-methyl-2,5-dioxo-2,3,4,5,6,7-hexahydro-1H-cyclopenta[d]pyrimidin-4-yl)benzonitrile). As a reaction SMILES: [H-].[Na+].[F:3][CH:4]([F:30])[C:5]1[CH:6]=[C:7]([N:11]2[C:16]3[CH2:17][CH2:18][C:19](=[O:20])[C:15]=3[CH:14]([C:21]3[CH:28]=[CH:27][C:24]([C:25]#[N:26])=[CH:23][CH:22]=3)[NH:13][C:12]2=[O:29])[CH:8]=[CH:9][CH:10]=1.[CH3:31]I.O>O1CCCC1>[F:30][CH:4]([F:3])[C:5]1[CH:6]=[C:7]([N:11]2[C:16]3[CH2:17][CH2:18][C:19](=[O:20])[C:15]=3[CH:14]([C:21]3[CH:22]=[CH:23][C:24]([C:25]#[N:26])=[CH:27][CH:28]=3)[N:13]([CH3:31])[C:12]2=[O:29])[CH:8]=[CH:9][CH:10]=1 |f:0.1|. Procedure: Sodium hydride (60% in mineral oil, 13 mg, 0.32 mmol) is added to a solution of 4-(1-(3-(difluoromethyl)phenyl)-2,5-dioxo-2,3,4,5,6,7-hexahydro-1H-cyclopenta[d]-pyrimidin-4-yl)benzonitrile (example 11, 100 mg, 0.26 mmol) in tetrahydrofuran. After 20 min methyl iodide (22 μL, 0.35 mmol) is added and the mixture is stirred at room temperature over night. Water is added and the mixture is purified by reversed phase HPLC (Waters SunFire™-C18, gradient of acetonitrile in water, 0.1% TFA). Yield: 55 m...